This data is from the Open Reaction Database (ORD), a public repository of structured organic reaction records. The task is: describe an organic reaction: reactants, conditions, products, and yield The reactants are O.[OH-].[Li+] (lithium hydroxide monohydrate), COC(C(CCC(F)(F)F)N1C(C=C(C1)OC1=C(C=CC=C1)Cl)=O)=O (2-[4-(2-chloro-phenoxy)-2-oxo-2,5-dihydro-pyrrol-1-yl]-5,5,5-trifluoro-pentanoic acid methyl ester), O1CCCC1 (tetrahydrofuran). The solvent is O (water). Run at temperature 25 celsius, time 2 hour. Product: ClC1=C(OC2=CC(N(C2)C(C(=O)O)CCC(F)(F)F)=O)C=CC=C1 (2-[4-(2-chloro-phenoxy)-2-oxo-2,5-dihydro-pyrrol-1-yl]-5,5,5-trifluoro-pentanoic acid). Isolated yield 78.0%. RXN SMILES: C[O:2][C:3](=[O:25])[CH:4]([N:11]1[CH2:15][C:14]([O:16][C:17]2[CH:22]=[CH:21][CH:20]=[CH:19][C:18]=2[Cl:23])=[CH:13][C:12]1=[O:24])[CH2:5][CH2:6][C:7]([F:10])([F:9])[F:8].O1CCCC1.O.[OH-].[Li+]>O>[Cl:23][C:18]1[CH:19]=[CH:20][CH:21]=[CH:22][C:17]=1[O:16][C:14]1[CH2:15][N:11]([CH:4]([CH2:5][CH2:6][C:7]([F:10])([F:9])[F:8])[C:3]([OH:25])=[O:2])[C:12](=[O:24])[CH:13]=1 |f:2.3.4|. Procedure: A mixture of 2-[4-(2-chloro-phenoxy)-2-oxo-2,5-dihydro-pyrrol-1-yl]-5,5,5-trifluoro-pentanoic acid methyl ester (1.02 g, 2.70 mmol) in a 1:1 solution of tetrahydrofuran:water (30 mL) was treated with lithium hydroxide monohydrate (270 mg, 5.40 mmol). The mixture was stirred for 2 h at 25° C. After such time, the mixture was concentrated in vacuo to remove the tetrahydrofuran, diluted with water and the pH adjusted to pH=5 with 1N aqueous hydrochloric acid and extracted with ethyl acetate. The or... The reactants are [Br-], C1CCOC1, CC(C)(C)[O-], C[P+](c1ccccc1)(c1ccccc1)c1ccccc1, [K+], O, CC(=O)c1ccc2cc(C(O)(c3cn(C(c4ccccc4)(c4ccccc4)c4ccccc4)cn3)C(C)C)ccc2c1. The product is C=C(C)c1ccc2cc(C(O)(c3cn(C(c4ccccc4)(c4ccccc4)c4ccccc4)cn3)C(C)C)ccc2c1. RXN SMILES: [Br-:49].[CH2:70]1[O:71][CH2:72][CH2:73][CH2:74]1.[CH3:1][C:2]([CH3:3])([O-:4])[CH3:5].[CH3:50][P+:51]([c:52]1[cH:53][cH:54][cH:55][cH:56][cH:57]1)([c:58]1[cH:59][cH:60][cH:61][cH:62][cH:63]1)[c:64]1[cH:65][cH:66][cH:67][cH:68][cH:69]1.[K+:6].[OH2:75].[OH:7][C:8]([CH:9]([CH3:10])[CH3:11])([c:12]1[n:13][cH:14][n:15]([C:17]([c:18]2[cH:19][cH:20][cH:21][cH:22][cH:23]2)([c:24]2[cH:25][cH:26][cH:27][cH:28][cH:29]2)[c:30]2[cH:31][cH:32][cH:33][cH:34][cH:35]2)[cH:16]1)[c:36]1[cH:37][c:38]2[cH:39][cH:40][c:41]([C:46]([CH3:47])=[O:48])[cH:42][c:43]2[cH:44][cH:45]1>>[CH3:1][C:46]([c:41]1[cH:40][cH:39][c:38]2[cH:37][c:36]([C:8]([OH:7])([CH:9]([CH3:10])[CH3:11])[c:12]3[n:13][cH:14][n:15]([C:17]([c:18]4[cH:19][cH:20][cH:21][cH:22][cH:23]4)([c:24]4[cH:25][cH:26][cH:27][cH:28][cH:29]4)[c:30]4[cH:31][cH:32][cH:33][cH:34][cH:35]4)[cH:16]3)[cH:45][cH:44][c:43]2[cH:42]1)=[CH2:47].